This data is from the Open Reaction Database (ORD), a public repository of structured organic reaction records. The task is: describe an organic reaction: reactants, conditions, products, and yield Starting materials: CCO, CSc1ccc(C(O)CCc2cc(C)c(OC(C)(C)C(=O)O)c(C)c2)cc1, O. The product is CCOC(CCc1cc(C)c(OC(C)(C)C(=O)O)c(C)c1)c1ccc(SC)cc1. As a reaction SMILES: [CH2:29]([CH3:30])[OH:31].[CH3:1][c:2]1[c:3]([O:4][C:5]([C:6](=[O:7])[OH:8])([CH3:9])[CH3:10])[c:11]([CH3:27])[cH:12][c:13]([CH2:15][CH2:16][CH:17]([OH:18])[c:19]2[cH:20][cH:21][c:22]([S:25][CH3:26])[cH:23][cH:24]2)[cH:14]1.[OH2:28]>>[CH3:1][c:2]1[c:3]([O:4][C:5]([C:6](=[O:7])[OH:8])([CH3:9])[CH3:10])[c:11]([CH3:27])[cH:12][c:13]([CH2:15][CH2:16][CH:17]([O:18][CH2:29][CH3:30])[c:19]2[cH:20][cH:21][c:22]([S:25][CH3:26])[cH:23][cH:24]2)[cH:14]1. Reactants: C1(=CC=CC=C1)C/C=C/CCO ((E)-5-phenylpent-3-en-1-ol), N1C=NC=C1 (imidazole), CC(C)(C)[Si](C)(C)Cl (TBDMS-Cl). Run in C(Cl)Cl (CH2Cl2), CCOC(=O)C (EtOAc). Reaction conditions: time 1 hour. Yields the product C(C)(C)(C)[Si](OCC\C=C\CC1=CC=CC=C1)(C)C ((E)-tert-butyldimethyl(5-phenyl pent-3-enyloxy)silane). Yield: 98.7%. Reaction SMILES: [C:1]1([CH2:7]/[CH:8]=[CH:9]/[CH2:10][CH2:11][OH:12])[CH:6]=[CH:5][CH:4]=[CH:3][CH:2]=1.N1C=CN=C1.[CH3:18][C:19]([Si:22](Cl)([CH3:24])[CH3:23])([CH3:21])[CH3:20]>C(Cl)Cl.CCOC(C)=O>[C:19]([Si:22]([CH3:24])([CH3:23])[O:12][CH2:11][CH2:10]/[CH:9]=[CH:8]/[CH2:7][C:1]1[CH:6]=[CH:5][CH:4]=[CH:3][CH:2]=1)([CH3:21])([CH3:20])[CH3:18]. Reported procedure: To a stirred solution of (E)-5-phenylpent-3-en-1-ol (Preparation example 236, 6.3 g, 38.83 mmol) in CH2Cl2 was added imidazole (3.4 g, 50.48 mmol) and TBDMS-Cl (7.6 g, 50.48 mmol) at 0° C. then stirred for 1 h at room temperature. The resulting mixture was diluted with EtOAc, washed with water, dried over MgSO4, filtered, and concentrated under reduced pressure. The crude compound was purified by a silica gel column to produce the title compound (10.6 g, 80˜98%)